This data is from the Open Reaction Database (ORD), a public repository of structured organic reaction records. The task is: describe an organic reaction: reactants, conditions, products, and yield Starting materials: I(=O)(=O)(=O)[O-].[Na+] (sodium metaperiodate), C(C)(C)N1N=CN=C1C=1N=C2N(CCOC3=C2C=C(N=C3)C=C)C1 (2-(1-isopropyl-1H-1,2,4-triazol-5-yl)-10-vinyl-5,6-dihydroimidazo[1,2-d]pyrido[4,3-f][1,4]oxazepine), O1CCCC1 (Tetrahydrofuran), O (water), O (Water). Reagents/catalysts: [Os](=O)(=O)(=O)=O (Osmium tetraoxide). Reaction conditions: time 8 hour. Product: C(C)(C)N1N=CN=C1C=1N=C2N(CCOC3=C2C=C(N=C3)C=O)C1 (2-(1-isopropyl-1H-1,2,4-triazol-5-yl)-5,6-dihydroimidazo[1,2-d]pyrido[4,3-f][1,4]oxazepine-10-carbaldehyde). As a reaction SMILES: [CH:1]([N:4]1[C:8]([C:9]2[N:10]=[C:11]3[C:17]4[CH:18]=[C:19]([CH:22]=C)[N:20]=[CH:21][C:16]=4[O:15][CH2:14][CH2:13][N:12]3[CH:24]=2)=[N:7][CH:6]=[N:5]1)([CH3:3])[CH3:2].[O:25]1CCCC1.O.I([O-])(=O)(=O)=O.[Na+]>[Os](=O)(=O)(=O)=O>[CH:1]([N:4]1[C:8]([C:9]2[N:10]=[C:11]3[C:17]4[CH:18]=[C:19]([CH:22]=[O:25])[N:20]=[CH:21][C:16]=4[O:15][CH2:14][CH2:13][N:12]3[CH:24]=2)=[N:7][CH:6]=[N:5]1)([CH3:3])[CH3:2] |f:3.4|. Procedure details: 2-(1-isopropyl-1H-1,2,4-triazol-5-yl)-10-vinyl-5,6-dihydroimidazo[1,2-d]pyrido[4,3-f][1,4]oxazepine (0.500 g, 0.00155 mol) was dissolved in Tetrahydrofuran (30 mL, 0.4 mol) and Water (20 mL, 1 mol). Osmium tetraoxide 4% (wt) in water (0.758 mL, 0.000124 mol) was added. Followed by sodium metaperiodate (0.664 g, 0.00310 mol). The reaction mixture was stirred overnight at room temperature. LC-MS analysis of the reaction mixture showed complete conversion to desired product [C]. The crude reaction ... Reactants: CCOC(=O)C1Cc2ccccc2C1, C=CCBr, C1CCOC1, C[Si](C)(C)[N-][Si](C)(C)C, [Na+]. The product is C=CCC1(C(=O)OCC)Cc2ccccc2C1. RXN SMILES: [CH2:1]1[CH:2]([C:10](=[O:11])[O:12][CH2:13][CH3:14])[CH2:3][c:4]2[cH:5][cH:6][cH:7][cH:8][c:9]21.[CH2:25]([CH:26]=[CH2:27])[Br:28].[CH2:29]1[O:30][CH2:31][CH2:32][CH2:33]1.[CH3:15][Si:16]([N-:17][Si:18]([CH3:19])([CH3:20])[CH3:21])([CH3:22])[CH3:23].[Na+:24]>>[CH2:1]1[C:2]([C:10](=[O:11])[O:12][CH2:13][CH3:14])([CH2:27][CH:26]=[CH2:25])[CH2:3][c:4]2[cH:5][cH:6][cH:7][cH:8][c:9]21.